Dataset: the Open Reaction Database (ORD), a public repository of structured organic reaction records. Task: describe an organic reaction: reactants, conditions, products, and yield Reactants: OCCC=1N(C2=CC=CC=C2C1)S(=O)(=O)C1=CC=C(C=C1)C (2-Hydroxyethyl-1-(4-methylphenyl)sulfonyl-1H-indole), C1(=CC=CC=C1)P(C1=CC=CC=C1)C1=CC=CC=C1 (triphenylphosphine), BrBr (bromine). Run in C(Cl)Cl (CH2Cl2), C(Cl)Cl (CH2Cl2), C(Cl)Cl (CH2Cl2). Run at time 1 hour. The product is BrCC=1N(C2=CC=CC=C2C1)S(=O)(=O)C1=CC=C(C=C1)C (2-Bromomethyl-1-(4-methylphenyl)sulfonyl-1H-indole). The yield is 74.9%. As a reaction SMILES: C1(P(C2C=CC=CC=2)C2C=CC=CC=2)C=CC=CC=1.[Br:20]Br.OC[CH2:24][C:25]1[N:26]([S:34]([C:37]2[CH:42]=[CH:41][C:40]([CH3:43])=[CH:39][CH:38]=2)(=[O:36])=[O:35])[C:27]2[C:32]([CH:33]=1)=[CH:31][CH:30]=[CH:29][CH:28]=2>C(Cl)Cl>[Br:20][CH2:24][C:25]1[N:26]([S:34]([C:37]2[CH:42]=[CH:41][C:40]([CH3:43])=[CH:39][CH:38]=2)(=[O:36])=[O:35])[C:27]2[C:32]([CH:33]=1)=[CH:31][CH:30]=[CH:29][CH:28]=2. Procedure details: To a solution of triphenylphosphine (20.2 g, 77 mmol) in dry CH2Cl2 (80 mL) was added dropwise a solution of bromine (11.9 g, 77 mmol) in dry CH2Cl2 (40 mL). The stirring was continued for one hour and then a solution of compound of step 2 (23.2 g, 77 mmol) in dry CH2Cl2 (40 mL) was added dropwise. The resulting mixture left stirring for 12 hours. After removing the solvent the residue was taken up in ethyl acetate and washed with water. The organic extract was dried over MgSO4 and the solvent e...